Dataset: the Open Reaction Database (ORD), a public repository of structured organic reaction records. Task: describe an organic reaction: reactants, conditions, products, and yield Starting materials: [OH-].[K+] (potassium hydroxide), CN(C1=CC=C(C=C1)C=1C(=C(C=CC1C)S(=O)(=O)C)C1=CC=C(C=C1)N(C)C)C ([bis(4-dimethylaminophenyl)(4-methylphenylsulfonyl)]methane), CC=1NC2=CC=CC=C2C1 (2-methylindole), CC(=O)C (acetone). Solvent: O (water), C(C)(C)O (isopropyl alcohol). Reaction conditions: time 24 hour. Yields the product CN(C1=CC=C(C=C1)C=1C(=C2C(=C(NC2=CC1)C)C)C1=CC=C(C=C1)N(C)C)C ([bis(4-dimethylaminophenyl)(2-methylindol-3-yl)]methane). RXN SMILES: [OH-].[K+].[CH3:3][N:4]([CH3:31])[C:5]1[CH:10]=[CH:9][C:8]([C:11]2[C:12]([C:22]3[CH:27]=[CH:26][C:25]([N:28]([CH3:30])[CH3:29])=[CH:24][CH:23]=3)=[C:13](S(C)(=O)=O)[CH:14]=[CH:15][C:16]=2[CH3:17])=[CH:7][CH:6]=1.[CH3:32][C:33]1[NH:34]C2C(C=1)=CC=CC=2.[CH3:42]C(C)=O>O.C(O)(C)C>[CH3:29][N:28]([CH3:30])[C:25]1[CH:26]=[CH:27][C:22]([C:12]2[C:11]([C:8]3[CH:9]=[CH:10][C:5]([N:4]([CH3:3])[CH3:31])=[CH:6][CH:7]=3)=[C:16]3[C:15](=[CH:14][CH:13]=2)[NH:34][C:33]([CH3:32])=[C:17]3[CH3:42])=[CH:23][CH:24]=1 |f:0.1|. Reported procedure: Two grams of potassium hydroxide was added slowly to a mixture of 6.3 g of [bis(4-dimethylaminophenyl)(4-methylphenylsulfonyl)]methane, 2.5 g of 2-methylindole and 75.0 ml of acetone. The resulting slurry was stirred for approximately 24 hours at ambient temperature. Fifty milliliters of isopropyl alcohol was added to the reaction mixture to effect complete solution. Slowly with stirring, the resulting solution was added to one liter of water and the solid which formed was collected by filtratio... The product is OC(c1ccccc1)(c1nc2cc(Cl)c(Cl)cc2[nH]1)C(F)(F)F. As a reaction SMILES: [Br-:18].[CH2:26]1[O:27][CH2:28][CH2:29][CH2:30]1.[Cl:1][c:2]1[cH:3][c:4]2[c:5]([nH:6][c:7]([C:9]([C:10]([F:11])([F:12])[F:13])=[O:14])[n:8]2)[cH:15][c:16]1[Cl:17].[Cl:31][CH2:32][Cl:33].[c:19]1([Mg+:25])[cH:20][cH:21][cH:22][cH:23][cH:24]1>>[Cl:1][c:2]1[cH:3][c:4]2[c:5]([n:6][c:7]([C:9]([C:10]([F:11])([F:12])[F:13])([OH:14])[c:19]3[cH:20][cH:21][cH:22][cH:23][cH:24]3)[nH:8]2)[cH:15][c:16]1[Cl:17]. The reactants are [Br-], C1CCOC1, O=C(c1nc2cc(Cl)c(Cl)cc2[nH]1)C(F)(F)F, ClCCl, [Mg+]c1ccccc1. Reactants: COC(C[C@@H]1COC2=C1C=CC(=C2)O[C@@H]2CCC1=C(C=CC(=C21)F)O)=O ({(S)-6-[(R)-7-fluoro-4-hydroxy-indan-1-yloxy]-2,3-dihydro-benzofuran-3-yl}-acetic acid methyl ester), CN1N=CC2=CC=C(C=C12)B(O)O (1-methyl-indazole-6-boronic acid), Intermediate 6. Product: COC(C[C@@H]1COC2=C1C=CC(=C2)O[C@@H]2CCC1=C(C=CC(=C21)F)OC2=CC=C1C=NN(C1=C2)C)=O ({(S)-6-[(R)-7-Fluoro-4-(1-methyl-1H-indazol-6-yloxy)-indan-1-yloxy]-2,3-dihydro-benzofuran-3-yl}-acetic acid methyl ester). As a reaction SMILES: [CH3:1][O:2][C:3](=[O:26])[CH2:4][C@H:5]1[C:9]2[CH:10]=[CH:11][C:12]([O:14][C@H:15]3[C:23]4[C:18](=[C:19]([OH:25])[CH:20]=[CH:21][C:22]=4[F:24])[CH2:17][CH2:16]3)=[CH:13][C:8]=2[O:7][CH2:6]1.[CH3:27][N:28]1[C:36]2[C:31](=[CH:32][CH:33]=[C:34](B(O)O)[CH:35]=2)[CH:30]=[N:29]1>>[CH3:1][O:2][C:3](=[O:26])[CH2:4][C@H:5]1[C:9]2[CH:10]=[CH:11][C:12]([O:14][C@H:15]3[C:23]4[C:18](=[C:19]([O:25][C:34]5[CH:35]=[C:36]6[C:31]([CH:30]=[N:29][N:28]6[CH3:27])=[CH:32][CH:33]=5)[CH:20]=[CH:21][C:22]=4[F:24])[CH2:17][CH2:16]3)=[CH:13][C:8]=2[O:7][CH2:6]1. Procedure details: The title compound is prepared from {(S)-6-[(R)-7-fluoro-4-hydroxy-indan-1-yloxy]-2,3-dihydro-benzofuran-3-yl}-acetic acid methyl ester and 1-methyl-indazole-6-boronic acid following a procedure analogous to that described for Intermediate 6. LC (method 3): tR=0.65 min; Mass spectrum (ESI+): m/z=489 [M+H]+. Reactants: C(C)(=O)[O-].[K+] (Potassium acetate), BrCC(=O)[C@]1(CCC=2C(=C3C(C=4C(=CC=CC4C(C3=C(C2C1)O)=O)O)=O)O)O (9(R)-bromoacetyl-4,6,9,11-tetrahydroxy-5,7,8,9,10,12-hexahydronaphthacene-5,12-dione), O (water). The solvent is CC(=O)C (acetone). Product: C(C)(=O)OCC(=O)[C@]1(CCC=2C(=C3C(C=4C(=CC=CC4C(C3=C(C2C1)O)=O)O)=O)O)O (9(R)-acetoxyacetyl-4,6,9,11-tetrahydroxy-5,7,8,9,10,12-hexahydronaphthacene-5,12-dione). Reaction SMILES: Br[CH2:2][C:3]([C@:5]1([OH:28])[CH2:22][C:21]2[C:20]([OH:23])=[C:19]3[C:10]([C:11](=[O:26])[C:12]4[C:13]([OH:25])=[CH:14][CH:15]=[CH:16][C:17]=4[C:18]3=[O:24])=[C:9]([OH:27])[C:8]=2[CH2:7][CH2:6]1)=[O:4].[C:29]([O-:32])(=[O:31])[CH3:30].[K+].O>CC(C)=O>[C:29]([O:32][CH2:2][C:3]([C@:5]1([OH:28])[CH2:22][C:21]2[C:20]([OH:23])=[C:19]3[C:10]([C:11](=[O:26])[C:12]4[C:13]([OH:25])=[CH:14][CH:15]=[CH:16][C:17]=4[C:18]3=[O:24])=[C:9]([OH:27])[C:8]=2[CH2:7][CH2:6]1)=[O:4])(=[O:31])[CH3:30] |f:1.2|. Procedure details: The entire amount of 9(R)-bromoacetyl-4,6,9,11-tetrahydroxy-5,7,8,9,10,12-hexahydronaphthacene-5,12-dione was dissolved in acetone (110 ml). Potassium acetate (270 mg) was added to the above solution and the mixture was allowed to react at room temperature for 2 hours, followed by addition of water (100 ml). The precipitated crystals were collected by filtration to give reddish orange crystals of 9(R)-acetoxyacetyl-4,6,9,11-tetrahydroxy-5,7,8,9,10,12-hexahydronaphthacene-5,12-dione. M.P. 215°-21... The reactants are CC(C)(C)OC(=O)N1CCC1COc1cncc(CC2CC2CO)c1, CO, Cl. Product: Cl, OCC1CC1Cc1cncc(OCC2CCN2)c1. Reaction SMILES: [C:2]([O:3][C:4](=[O:5])[N:9]1[CH:10]([CH2:13][O:14][c:15]2[cH:16][c:17]([CH2:21][CH:22]3[CH:23]([CH2:25][OH:26])[CH2:24]3)[cH:18][n:19][cH:20]2)[CH2:11][CH2:12]1)([CH3:6])([CH3:7])[CH3:8].[CH3:27][OH:28].[ClH:1]>>[ClH:1].[NH:9]1[CH:10]([CH2:13][O:14][c:15]2[cH:16][c:17]([CH2:21][CH:22]3[CH:23]([CH2:25][OH:26])[CH2:24]3)[cH:18][n:19][cH:20]2)[CH2:11][CH2:12]1. Reactants: CCn1cc(C(=O)O)c(=O)c2cc(F)c(N3CCN(Cc4ccc([N+](=O)[O-])cc4)CC3)c(F)c21, CC(=O)O. Yields the product CCn1cc(C(=O)O)c(=O)c2cc(F)c(N3CCN(Cc4ccc(N)cc4)CC3)c(F)c21. As a reaction SMILES: [CH2:1]([CH3:2])[n:3]1[cH:4][c:5]([C:32](=[O:33])[OH:34])[c:6](=[O:31])[c:7]2[cH:8][c:9]([F:30])[c:10]([N:14]3[CH2:15][CH2:16][N:17]([CH2:20][c:21]4[cH:22][cH:23][c:24]([N+:27]([O-:28])=[O:29])[cH:25][cH:26]4)[CH2:18][CH2:19]3)[c:11]([F:13])[c:12]12.[CH3:35][C:36](=[O:37])[OH:38]>>[CH2:1]([CH3:2])[n:3]1[cH:4][c:5]([C:32](=[O:33])[OH:34])[c:6](=[O:31])[c:7]2[cH:8][c:9]([F:30])[c:10]([N:14]3[CH2:15][CH2:16][N:17]([CH2:20][c:21]4[cH:22][cH:23][c:24]([NH2:27])[cH:25][cH:26]4)[CH2:18][CH2:19]3)[c:11]([F:13])[c:12]12.